From a dataset of the Open Reaction Database (ORD), a public repository of structured organic reaction records. describe an organic reaction: reactants, conditions, products, and yield The reactants are CCCCCCCCCCCCN, Cc1csc2c(Cl)nc(Cl)nc12, CN(C)C=O, O. Product: CCCCCCCCCCCCNc1nc(Cl)nc2c(C)csc12. Reaction SMILES: [CH2:13]([CH2:14][CH2:15][CH2:16][CH2:17][CH2:18][CH2:19][CH2:20][CH2:21][CH2:22][CH2:23][CH3:24])[NH2:25].[Cl:1][c:2]1[n:3][c:4]([Cl:12])[c:5]2[c:6]([n:7]1)[c:8]([CH3:11])[cH:9][s:10]2.[O:27]=[CH:28][N:29]([CH3:30])[CH3:31].[OH2:26]>>[Cl:1][c:2]1[n:3][c:4]([NH:25][CH2:13][CH2:14][CH2:15][CH2:16][CH2:17][CH2:18][CH2:19][CH2:20][CH2:21][CH2:22][CH2:23][CH3:24])[c:5]2[c:6]([n:7]1)[c:8]([CH3:11])[cH:9][s:10]2.